This data is from the Open Reaction Database (ORD), a public repository of structured organic reaction records. The task is: describe an organic reaction: reactants, conditions, products, and yield Reactants: ClC=1C(=NC=C(C1)C(F)(F)F)OC1=CC=C(OC(C(CC(=O)OCC)=O)C)C=C1 (Ethyl 4-[4-(3-chloro-5-trifluoromethyl-2-pyridyloxy)phenoxy]-3-oxopentanoate), [BH4-].[Na+] (NaBH4). Solvent: C(C)O (ethanol). Yields the product ClC=1C(=NC=C(C1)C(F)(F)F)OC1=CC=C(OC(C(CC(=O)OCC)O)C)C=C1 (ethyl 4-[4-(3-chloro-5-trifluoromethyl-2-pyridyloxy)phenoxy]-3-hydroxypentanoate). Reaction SMILES: [Cl:1][C:2]1[C:3]([O:12][C:13]2[CH:29]=[CH:28][C:16]([O:17][CH:18]([CH3:27])[C:19](=[O:26])[CH2:20][C:21]([O:23][CH2:24][CH3:25])=[O:22])=[CH:15][CH:14]=2)=[N:4][CH:5]=[C:6]([C:8]([F:11])([F:10])[F:9])[CH:7]=1.[BH4-].[Na+]>C(O)C>[Cl:1][C:2]1[C:3]([O:12][C:13]2[CH:29]=[CH:28][C:16]([O:17][CH:18]([CH3:27])[CH:19]([OH:26])[CH2:20][C:21]([O:23][CH2:24][CH3:25])=[O:22])=[CH:15][CH:14]=2)=[N:4][CH:5]=[C:6]([C:8]([F:10])([F:9])[F:11])[CH:7]=1 |f:1.2|. Procedure: Ethyl 4-[4-(3-chloro-5-trifluoromethyl-2-pyridyloxy)phenoxy]-3-oxopentanoate (680 mg) is reduced using NaBH4 (60 mg) in ethanol (10 ml) to yield ethyl 4-[4-(3-chloro-5-trifluoromethyl-2-pyridyloxy)phenoxy]-3-hydroxypentanoate Starting materials: CO, Cc1cc2c([N+](=O)[O-])cccc2cn1, [H][H]. Yields the product Cc1cc2c(N)cccc2cn1. RXN SMILES: [CH3:17][OH:18].[CH3:1][c:2]1[n:3][cH:4][c:5]2[cH:6][cH:7][cH:8][c:9]([N+:12]([O-:13])=[O:14])[c:10]2[cH:11]1.[H:15][H:16]>>[CH3:1][c:2]1[n:3][cH:4][c:5]2[cH:6][cH:7][cH:8][c:9]([NH2:12])[c:10]2[cH:11]1.